From a dataset of the Open Reaction Database (ORD), a public repository of structured organic reaction records. describe an organic reaction: reactants, conditions, products, and yield The reactants are Intermediate I, ClC1=C(C(=CC=C1)Cl)CN ((2,6-dichlorophenyl)methanamine), BrC=1C=CC=2N(C1)C=C(N2)C(=O)OCC (ethyl 6-bromoimidazo[1,2-a]pyridine-2-carboxylate). Product: BrC=1C=CC=2N(C1)C=C(N2)C(=O)NCC2=C(C=CC=C2Cl)Cl (6-Bromo-N-(2,6-dichlorobenzyl)imidazo[1,2-a]pyridine-2-carboxamide). Reaction SMILES: [Cl:1][C:2]1[CH:7]=[CH:6][CH:5]=[C:4]([Cl:8])[C:3]=1[CH2:9][NH2:10].[Br:11][C:12]1[CH:13]=[CH:14][C:15]2[N:16]([CH:18]=[C:19]([C:21](OCC)=[O:22])[N:20]=2)[CH:17]=1>>[Br:11][C:12]1[CH:13]=[CH:14][C:15]2[N:16]([CH:18]=[C:19]([C:21]([NH:10][CH2:9][C:3]3[C:2]([Cl:1])=[CH:7][CH:6]=[CH:5][C:4]=3[Cl:8])=[O:22])[N:20]=2)[CH:17]=1. Procedure details: The title compound was prepared by essentially following the same procedures described for Intermediate I, using (2,6-dichlorophenyl)methanamine and ethyl 6-bromoimidazo[1,2-a]pyridine-2-carboxylate as starting materials. Reactants: O (water), BrC=1C=C(C(=NC1)N(CCCCC(=O)OC)CCC)C=O (methyl 5-[(5-bromo-3-formylpyridin-2-yl)(propyl)amino]pentanoate), C[O-].[Na+] (sodium methoxide). The solvent is C(OC)(OC)=O (dimethyl carbonate), CO (methanol). Conditions: temperature 65 celsius. Yields the product BrC1=CC2=C(N(CCCC(=C2)C(=O)OC)CCC)N=C1 (methyl 3-bromo-10-propyl-7,8,9,10-tetrahydropyrido[2,3-b]azocine-6-carboxylate). Isolated yield 99.9%. RXN SMILES: [Br:1][C:2]1[CH:3]=[C:4]([CH:20]=O)[C:5]([N:8]([CH2:17][CH2:18][CH3:19])[CH2:9][CH2:10][CH2:11][CH2:12][C:13]([O:15][CH3:16])=[O:14])=[N:6][CH:7]=1.C[O-].[Na+].O>C(=O)(OC)OC.CO>[Br:1][C:2]1[CH:7]=[N:6][C:5]2[N:8]([CH2:17][CH2:18][CH3:19])[CH2:9][CH2:10][CH2:11][C:12]([C:13]([O:15][CH3:16])=[O:14])=[CH:20][C:4]=2[CH:3]=1 |f:1.2|. Procedure: To a solution of methyl 5-[(5-bromo-3-formylpyridin-2-yl)(propyl)amino]pentanoate (880 mg) in dimethyl carbonate (20 ml) was added a 28% sodium methoxide solution in methanol (951 mg), and the mixture was heated at 65° C. for 6 hours under a nitrogen atmosphere. The mixture was returned to room temperature, water was added thereto, and then the mixture was extracted with ethyl acetate. The organic layer was washed with saturated brine, and dried over magnesium sulfate. The solvent was distilled ... Yields the product COc1ccc(C2(N3CCN(c4ccncc4)CC3)C(=O)N(S(=O)(=O)c3cccc4cccnc34)c3ccc(Cl)cc32)c(OC)c1. RXN SMILES: [CH3:1][C:2]([CH3:3])([O-:4])[CH3:5].[CH3:55][N:56]([CH3:57])[CH:58]=[O:59].[Cl:7][c:8]1[cH:9][c:10]2[c:14]([cH:15][cH:16]1)[NH:13][C:12](=[O:17])[C:11]2([N:18]1[CH2:19][CH2:20][N:21]([c:24]2[cH:25][cH:26][n:27][cH:28][cH:29]2)[CH2:22][CH2:23]1)[c:30]1[c:31]([O:38][CH3:39])[cH:32][c:33]([O:36][CH3:37])[cH:34][cH:35]1.[K+:6].[OH2:54].[n:40]1[cH:41][cH:42][cH:43][c:44]2[cH:45][cH:46][cH:47][c:48]([S:50](=[O:51])(=[O:52])[Cl:53])[c:49]12>>[Cl:7][c:8]1[cH:9][c:10]2[c:14]([cH:15][cH:16]1)[N:13]([S:50]([c:48]1[cH:47][cH:46][cH:45][c:44]3[cH:43][cH:42][cH:41][n:40][c:49]31)(=[O:51])=[O:52])[C:12](=[O:17])[C:11]2([N:18]1[CH2:19][CH2:20][N:21]([c:24]2[cH:25][cH:26][n:27][cH:28][cH:29]2)[CH2:22][CH2:23]1)[c:30]1[c:31]([O:38][CH3:39])[cH:32][c:33]([O:36][CH3:37])[cH:34][cH:35]1. Starting materials: CC(C)(C)[O-], CN(C)C=O, COc1ccc(C2(N3CCN(c4ccncc4)CC3)C(=O)Nc3ccc(Cl)cc32)c(OC)c1, [K+], O, O=S(=O)(Cl)c1cccc2cccnc12. Starting materials: C(C)(=O)N[C@@H](CO)C(=O)OC (N-acetyl-L-serine, methyl ester), O1CCCCC1 (tetrahydro-2H-pyran). Solvent: C(Cl)Cl (methylene chloride). Reaction conditions: time 7 hour. Product: C(C)(=O)N[C@@H](COC1OCCCC1)C(=O)OC (N-Acetyl-O-(tetrahydro-2H-pyran-2-yl)-L-serine, methyl ester). RXN SMILES: [C:1]([NH:4][C@H:5]([C:8]([O:10][CH3:11])=[O:9])[CH2:6][OH:7])(=[O:3])[CH3:2].[O:12]1[CH2:17][CH2:16][CH2:15][CH2:14][CH2:13]1>C(Cl)Cl>[C:1]([NH:4][C@H:5]([C:8]([O:10][CH3:11])=[O:9])[CH2:6][O:7][CH:13]1[CH2:14][CH2:15][CH2:16][CH2:17][O:12]1)(=[O:3])[CH3:2]. Procedure details: To a solution of about 4.50 g of N-acetyl-L-serine, methyl ester in about 100 ml of dry methylene chloride was added about 2.93 ml of distilled tetrahydro-2H-pyran and about 0.34 ml of borontrifluoroetherate. The mixture was stirred under argon for about 7 hours, then washed with saturated sodium bicarbonate and brine, dried and the solvent removed under reduced pressure, giving about 6 g of the desired title compound. Yields the product COC1=C(C=CC(=C1)N)C=1N=C2C(=CNNC2=O)N1 (2-(2-Methoxy-4-amino-phenyl)-5H-imidazo[4,5-d]pyridazin-4-one). Procedure: Prepared analogously to Example 1 from 4,5-diamino-2H-pyridazin-3-one and 2-methoxy-4-amino-benzoic acid. RXN SMILES: [NH2:1][C:2]1[C:3](=[O:9])[NH:4][N:5]=[CH:6][C:7]=1[NH2:8].[CH3:10][O:11][C:12]1[CH:20]=[C:19]([NH2:21])[CH:18]=[CH:17][C:13]=1[C:14](O)=O>>[CH3:10][O:11][C:12]1[CH:20]=[C:19]([NH2:21])[CH:18]=[CH:17][C:13]=1[C:14]1[N:1]=[C:2]2[C:3](=[O:9])[NH:4][NH:5][CH:6]=[C:7]2[N:8]=1. Reactants: NC=1C(NN=CC1N)=O (4,5-diamino-2H-pyridazin-3-one), COC1=C(C(=O)O)C=CC(=C1)N (2-methoxy-4-amino-benzoic acid). Starting materials: ClC=1C=C(C=CC1)CC(=O)O ((3-Chloro-phenyl)-acetic acid), C(C)O (ethanol), S(O)(O)(=O)=O (sulfuric acid). The product is hexanes ethyl acetate, C(C)OC(CC1=CC(=CC=C1)Cl)=O ((3-chloro-phenyl)-acetic acid ethyl ester). The yield is 86.8%. RXN SMILES: [Cl:1][C:2]1[CH:3]=[C:4]([CH2:8][C:9]([OH:11])=[O:10])[CH:5]=[CH:6][CH:7]=1.S(=O)(=O)(O)O.[CH2:17](O)[CH3:18]>>[CH2:17]([O:10][C:9](=[O:11])[CH2:8][C:4]1[CH:5]=[CH:6][CH:7]=[C:2]([Cl:1])[CH:3]=1)[CH3:18]. Procedure details: (3-Chloro-phenyl)-acetic acid (6.03 g, 0.03 mol) was dissolved in ethanol (37.7 mL) and treated with a catalytic amount of sulfuric acid. The reaction mixture was heated under reflux for 12 h. The reaction was concentrated in. vacuo. Flash chromatography (Merck Silica gel 60, 230-400 mesh, 50/50 hexanes/ethyl acetate) afforded (3-chloro-phenyl)-acetic acid ethyl ester (6.10 g, 86.8%) as a clear oil: EI-HRMS m/e calcd for C10H11ClO2 (M+) 198.0448, found 198.0442. Reactants: CC(=O)[O-], CC(=O)[O-], Cc1cc2ccccc2nc1Cl, COCCOC, [K+], [K+], O=C([O-])[O-], OB(O)c1ccccc1, [Pd+2], c1ccc(P(c2ccccc2)c2ccccc2)cc1. Product: Cc1cc2ccccc2nc1-c1ccccc1. RXN SMILES: [C:53]([O-:54])(=[O:55])[CH3:56].[C:58]([O-:59])(=[O:60])[CH3:61].[CH3:1][c:2]1[c:3]([Cl:12])[n:4][c:5]2[cH:6][cH:7][cH:8][cH:9][c:10]2[cH:11]1.[CH3:47][O:48][CH2:49][CH2:50][O:51][CH3:52].[K+:41].[K+:42].[O-:43][C:44]([O-:45])=[O:46].[OH:13][B:14]([OH:15])[c:16]1[cH:17][cH:18][cH:19][cH:20][cH:21]1.[Pd+2:57].[c:22]1([P:23]([c:24]2[cH:25][cH:26][cH:27][cH:28][cH:29]2)[c:30]2[cH:31][cH:32][cH:33][cH:34][cH:35]2)[cH:36][cH:37][cH:38][cH:39][cH:40]1>>[CH3:1][c:2]1[c:3](-[c:16]2[cH:17][cH:18][cH:19][cH:20][cH:21]2)[n:4][c:5]2[cH:6][cH:7][cH:8][cH:9][c:10]2[cH:11]1. The reactants are O=C([O-])[O-], Nn1ccc2ccc(C(F)(F)F)cc21, [Na+], [Na+], CN(C)C=O, Cc1nc(-c2ccccn2)ncc1C(=O)O. Yields the product Cc1nc(-c2ccccn2)ncc1C(=O)Nn1ccc2ccc(C(F)(F)F)cc21. As a reaction SMILES: [C:36](=[O:37])([O-:38])[O-:39].[F:17][C:18]([c:19]1[cH:20][cH:21][c:22]2[cH:23][cH:24][n:25]([NH2:28])[c:26]2[cH:27]1)([F:29])[F:30].[Na+:40].[Na+:41].[O:31]=[CH:32][N:33]([CH3:34])[CH3:35].[n:1]1[c:2](-[c:7]2[n:8][cH:9][c:10]([C:14](=[O:15])[OH:16])[c:11]([CH3:13])[n:12]2)[cH:3][cH:4][cH:5][cH:6]1>>[n:1]1[c:2](-[c:7]2[n:8][cH:9][c:10]([C:14](=[O:16])[NH:28][n:25]3[cH:24][cH:23][c:22]4[cH:21][cH:20][c:19]([C:18]([F:17])([F:29])[F:30])[cH:27][c:26]43)[c:11]([CH3:13])[n:12]2)[cH:3][cH:4][cH:5][cH:6]1. Procedure details: 1-(8-Chloro-1,2,3,4-tetrahydro-2-methylpyrido[4,3-b]indol-5-yl)-2-(2-methylpyridin-4-yl)propan-2-ol (150 mg, 0.4 mmol) in DCM (12 mL) and DMF (2 drops) was stirred at 0-10° C. Thionyl chloride (145 mg, 1.2 mmol) diluted in DCM (8 mL) was added dropwise and the RM stirred at RT for 2 h. The solvent was removed and the residue dried to obtain foamy solid. The solid was dissolved in NMP (2 mL), stirred for 5 min. Powdered KOH (141 mg, 2.52 mmol) was added to the reaction mixture, which was heated a... Solvent: C(Cl)Cl (DCM), O (water), CN1CCCC1=O (NMP), C(Cl)Cl (DCM). Isolated yield 14.2%. Reagents/catalysts: CN(C)C=O (DMF). Reaction conditions: time 2 hour. Product: ClC1=CC=2C3=C(N(C2C=C1)\C=C(/C)\C1=CC(=NC=C1)C)CCN(C3)C (8-chloro-2,3,4,5-tetrahydro-2-methyl-5-((E)-2-(2-methylpyridin-4-yl)prop-1-enyl)-1H-pyrido[4,3-b]indole). Starting materials: S(=O)(Cl)Cl (Thionyl chloride), ClC1=CC=2C3=C(N(C2C=C1)CC(C)(O)C1=CC(=NC=C1)C)CCN(C3)C (1-(8-Chloro-1,2,3,4-tetrahydro-2-methylpyrido[4,3-b]indol-5-yl)-2-(2-methylpyridin-4-yl)propan-2-ol), [OH-].[K+] (KOH). RXN SMILES: [Cl:1][C:2]1[CH:10]=[CH:9][C:8]2[N:7]([CH2:11][C:12]([C:15]3[CH:20]=[CH:19][N:18]=[C:17]([CH3:21])[CH:16]=3)(O)[CH3:13])[C:6]3[CH2:22][CH2:23][N:24]([CH3:26])[CH2:25][C:5]=3[C:4]=2[CH:3]=1.S(Cl)(Cl)=O.[OH-].[K+]>C(Cl)Cl.CN(C=O)C.CN1C(=O)CCC1.O>[Cl:1][C:2]1[CH:10]=[CH:9][C:8]2[N:7](/[CH:11]=[C:12](/[C:15]3[CH:20]=[CH:19][N:18]=[C:17]([CH3:21])[CH:16]=3)\[CH3:13])[C:6]3[CH2:22][CH2:23][N:24]([CH3:26])[CH2:25][C:5]=3[C:4]=2[CH:3]=1 |f:2.3|.